This data is from the Open Reaction Database (ORD), a public repository of structured organic reaction records. The task is: describe an organic reaction: reactants, conditions, products, and yield Reactants: Cl.ClC=1C2=C(N=CN1)C=1C=CC=CC1N2 (4-chloroindolo[3,2-d]pyrimidinehydrochloride), NC1=CC=CC=C1 (aniline). Run in C(C)O (ethanol), C(C)O (ethanol). Yields the product N(C1=CC=CC=C1)C=1C2=C(N=CN1)C=1C=CC=CC1N2 (4-Anilinoindolo[3,2-d]pyrimidine). Isolated yield 105.3%. As a reaction SMILES: Cl.Cl[C:3]1[C:4]2[NH:15][C:14]3[CH:13]=[CH:12][CH:11]=[CH:10][C:9]=3[C:5]=2[N:6]=[CH:7][N:8]=1.[NH2:16][C:17]1[CH:22]=[CH:21][CH:20]=[CH:19][CH:18]=1>C(O)C>[NH:16]([C:3]1[C:4]2[NH:15][C:14]3[CH:13]=[CH:12][CH:11]=[CH:10][C:9]=3[C:5]=2[N:6]=[CH:7][N:8]=1)[C:17]1[CH:22]=[CH:21][CH:20]=[CH:19][CH:18]=1 |f:0.1|. Procedure: A solution of 4-chloroindolo[3,2-d]pyrimidinehydrochloride (240 mg, 1.0 mmol) [Monge, A.; Palop, J. A.; Goni, T.; Martinez-Crespo, F.; Recalde, I. J. Het. Chem., 1986, 23, 647-9.], and aniline (0.273 mL, 3 mmol) in ethanol (1 mL) is heated at reflux for 3 h, during which time the reaction becomes a thick suspension. After cooling to 25 C. and diluting with ethanol (4 ml) the mixture is filtered, and the crude product washed with water (15 mL), and ethanol (15 mL), giving 274 mg tan solid, which ... Starting materials: Cc1ncc2c(F)ccc(F)c2n1, [N-]=[N+]=[N-], [Na+], C1COCCOCCOCCOCCOCCO1, CN(C)C=O. Yields the product Cc1ncc2c(N)ccc(F)c2n1. Reaction SMILES: [F:5][c:6]1[c:7]2[cH:8][n:9][c:10]([CH3:17])[n:11][c:12]2[c:13]([F:16])[cH:14][cH:15]1.[N-:2]=[N+:3]=[N-:4].[Na+:1].[O:18]1[CH2:19][CH2:20][O:21][CH2:22][CH2:23][O:24][CH2:25][CH2:26][O:27][CH2:28][CH2:29][O:30][CH2:31][CH2:32][O:33][CH2:34][CH2:35]1.[O:36]=[CH:37][N:38]([CH3:39])[CH3:40]>>[NH2:2][c:6]1[c:7]2[cH:8][n:9][c:10]([CH3:17])[n:11][c:12]2[c:13]([F:16])[cH:14][cH:15]1. The reactants are OC(CC(C)C)C1=C(SC=2N(C(N(C(C21)=O)CCCOC2OCCCC2)=O)C)C2=CC(=CC=C2)OC(F)(F)F (5-(1-hydroxy-3-methylbutyl)-1-methyl-3-(3-((tetrahydro-2H-pyran-2-yl)oxy)propyl)-6-(3-(trifluoromethoxy)phenyl)thieno[2,3-d]pyrimidine-2,4(1H,3H)-dione). The solvent is Cl (HCl), CO (MeOH). Product: OC(CC(C)C)C1=C(SC=2N(C(N(C(C21)=O)CCCO)=O)C)C2=CC(=CC=C2)OC(F)(F)F (5-(1-hydroxy-3-methylbutyl)-3-(3-hydroxypropyl)-1-methyl-6-(3-(trifluoromethoxy)phenyl)thieno[2,3-d]pyrimidine-2,4(1H,3H)-dione). Isolated yield 47.4%. Reaction SMILES: [OH:1][CH:2]([C:7]1[C:15]2[C:14](=[O:16])[N:13]([CH2:17][CH2:18][CH2:19][O:20]C3CCCCO3)[C:12](=[O:27])[N:11]([CH3:28])[C:10]=2[S:9][C:8]=1[C:29]1[CH:34]=[CH:33][CH:32]=[C:31]([O:35][C:36]([F:39])([F:38])[F:37])[CH:30]=1)[CH2:3][CH:4]([CH3:6])[CH3:5]>Cl.CO>[OH:1][CH:2]([C:7]1[C:15]2[C:14](=[O:16])[N:13]([CH2:17][CH2:18][CH2:19][OH:20])[C:12](=[O:27])[N:11]([CH3:28])[C:10]=2[S:9][C:8]=1[C:29]1[CH:34]=[CH:33][CH:32]=[C:31]([O:35][C:36]([F:37])([F:38])[F:39])[CH:30]=1)[CH2:3][CH:4]([CH3:6])[CH3:5]. Reported procedure: A solution of 5-(1-hydroxy-3-methylbutyl)-1-methyl-3-(3-((tetrahydro-2H-pyran-2-yl)oxy)propyl)-6-(3-(trifluoromethoxy)phenyl)thieno[2,3-d]pyrimidine-2,4(1H,3H)-dione (15 mg, 0.026 mmol) in concentrated HCl (1 mL) and MeOH (5 mL) was stirred at RT for 1 h. The reaction was concentrated to a residue which was purified by Prep HPLC to give 5-(1-hydroxy-3-methylbutyl)-3-(3-hydroxypropyl)-1-methyl-6-(3-(trifluoromethoxy)phenyl)thieno[2,3-d]pyrimidine-2,4(1H,3H)-dione (6 mg, 46.9% yield) as a white so... Reactants: COC1=CC=C2C(=CC=NC2=C1)SCC1=NN=C2N1N=C(C=C2)C2=CC=CC=C2 (7-methoxy-4-((6-phenyl-[1,2,4]triazolo[4,3-b]pyridazin-3-yl)methylthio)quinoline), C(=O)(O)[O-].[Na+] (NaHCO3), C1=CC(=CC(=C1)Cl)C(=O)OO (m-CPBA). Solvent: C(Cl)Cl (DCM), C(Cl)Cl (DCM). Run at temperature -78 celsius. The product is CO.[NH4+].[OH-] (MeOH NH4OH), COC1=CC=C2C(=CC=NC2=C1)S(=O)CC1=NN=C2N1N=C(C=C2)C2=CC=CC=C2 (7-methoxy-4-((6-phenyl-[1,2,4]triazolo[4,3-b]pyridazin-3-yl)methylsulfinyl)quinoline). Yield: 47.6%. RXN SMILES: [CH3:1][O:2][C:3]1[CH:12]=[C:11]2[C:6]([C:7]([S:13][CH2:14][C:15]3[N:19]4[N:20]=[C:21]([C:24]5[CH:29]=[CH:28][CH:27]=[CH:26][CH:25]=5)[CH:22]=[CH:23][C:18]4=[N:17][N:16]=3)=[CH:8][CH:9]=[N:10]2)=[CH:5][CH:4]=1.C1C=C(Cl)C=C(C(OO)=[O:38])C=1.C([O-])(O)=[O:42].[Na+]>C(Cl)Cl>[CH3:1][OH:2].[NH4+:10].[OH-:38].[CH3:1][O:2][C:3]1[CH:12]=[C:11]2[C:6]([C:7]([S:13]([CH2:14][C:15]3[N:19]4[N:20]=[C:21]([C:24]5[CH:29]=[CH:28][CH:27]=[CH:26][CH:25]=5)[CH:22]=[CH:23][C:18]4=[N:17][N:16]=3)=[O:42])=[CH:8][CH:9]=[N:10]2)=[CH:5][CH:4]=1 |f:2.3,5.6.7|. Procedure details: In a 50 mL round bottom flask under N2 were dissolved 7-methoxy-4-((6-phenyl-[1,2,4]triazolo[4,3-b]pyridazin-3-yl)methylthio)quinoline (prepared according to General Method B) (220 mg, 551 μmol) in 5.5 mL of DCM then cooled down at −78° C. and treated with solid m-CPBA (77%) (124 mg, 716 μmol) then warmed slowly to rt over 3 h. The reaction mixture was diluted with DCM then neutralized with NaHCO3 (sat.). The aqueous phase was extracted 3× with DCM then the organic layer was dried over Na2SO4, f...